From a dataset of the Open Reaction Database (ORD), a public repository of structured organic reaction records. describe an organic reaction: reactants, conditions, products, and yield Run at temperature 25 celsius, time 2 hour. The yield is 0.1%. RXN SMILES: CC(=O)c1ccc(N)cc1.O=C(O)c1ccc2c(c1)OCCO2.[B-](F)(F)(F)F.CCOC(=O)C(=NOC(=[N+](C)C)N(C)C)C#N.CN(C)C=O>>CC(=O)c1ccc(NC(=O)c2ccc3c(c2)OCCO3)cc1. The product is CC(=O)c1ccc(NC(=O)c2ccc3c(c2)OCCO3)cc1. Reactants: O=C(O)c1ccc2c(c1)OCCO2, CC(=O)c1ccc(N)cc1. Reagents/catalysts: [B-](F)(F)(F)F.CCOC(=O)C(=NOC(=[N+](C)C)N(C)C)C#N (TOTU). Solvent: CN(C)C=O (DMF), CN(C)C=O (DMF), CN(C)C=O (DMF), CN(C)C=O (DMF), CN(C)C=O (DMF), CN(C)C=O (DMF). Starting materials: COC(CCCOC1=CC=C(C=C1)CC(=O)OCC1=CC=CC=C1)=O (4-(4-Benzyloxycarbonylmethyl-phenoxy)-butyric acid methyl ester). Reagents/catalysts: [Pd].[C] (Pd carbon). The solvent is CCOC(=O)C (EtOAc). Reaction conditions: time 16 hour. Yields the product COC(CCCOC1=CC=C(C=C1)CC(=O)O)=O (4-(4-Carboxymethyl-phenoxy)-butyric acid methyl ester). The yield is 99.8%. RXN SMILES: [CH3:1][O:2][C:3](=[O:25])[CH2:4][CH2:5][CH2:6][O:7][C:8]1[CH:13]=[CH:12][C:11]([CH2:14][C:15]([O:17]CC2C=CC=CC=2)=[O:16])=[CH:10][CH:9]=1>CCOC(C)=O.[Pd].[C]>[CH3:1][O:2][C:3](=[O:25])[CH2:4][CH2:5][CH2:6][O:7][C:8]1[CH:13]=[CH:12][C:11]([CH2:14][C:15]([OH:17])=[O:16])=[CH:10][CH:9]=1 |f:2.3|. Procedure details: 4-(4-Benzyloxycarbonylmethyl-phenoxy)-butyric acid methyl ester (1.4 g, 4.09 mmol) was dissolved in EtOAc (60 ml). Pd/carbon (100 mg) was added and the reaction stirred under a hydrogen atmosphere (balloon) for 16 h at room temperature. The reaction mixture was filtered through a pad of celite and the pad washed with EtOAc. The filtrate was evaporated to dryness to give a white solid (1.03 g, 100% yield). LCMS purity 93%, m/z 253 [M++H]+. The reactants are C(N)(=S)C1=CC=C(C(=O)OC)C=C1 (methyl 4-thiocarbamoylbenzoate), BrCC(=O)C1=C(SC(=C1)C)C (3-bromoacetyl-2,5-dimethylthiophene). Product: CC=1SC(=CC1C=1N=C(SC1)C1=CC=C(C(=O)OC)C=C1)C (methyl 4-[4-(2,5-dimethyl-3-thienyl)-2-thiazolyl]benzoate). The yield is 64.0%. RXN SMILES: [C:1]([C:4]1[CH:13]=[CH:12][C:7]([C:8]([O:10][CH3:11])=[O:9])=[CH:6][CH:5]=1)(=[S:3])[NH2:2].Br[CH2:15][C:16]([C:18]1[CH:22]=[C:21]([CH3:23])[S:20][C:19]=1[CH3:24])=O>>[CH3:24][C:19]1[S:20][C:21]([CH3:23])=[CH:22][C:18]=1[C:16]1[N:2]=[C:1]([C:4]2[CH:13]=[CH:12][C:7]([C:8]([O:10][CH3:11])=[O:9])=[CH:6][CH:5]=2)[S:3][CH:15]=1. Procedure: In the same manner as in Example 74, methyl 4-thiocarbamoylbenzoate was reacted with 3-bromoacetyl-2,5-dimethylthiophene to obtain methyl 4-[4-(2,5-dimethyl-3-thienyl)-2-thiazolyl]benzoate. The product was recrystallized from ethanol. Yield: 64%. Pale yellow pritsms. Melting point: 109 to 110° C. Reactants: BrC=1C=C2C(=NNC(C2=CC1)=O)Cl (6-bromo-4-chloro-2H-phthalazin-1-one), N1(CCCC1)C=1C=C(C=CC1)CN ((3-pyrrolidin-1-ylphenyl)methylamine), C=1C=CC(=CC1)P(C=2C=CC=CC2)C3=CC=C4C=CC=CC4=C3C5=C6C=CC=CC6=CC=C5P(C=7C=CC=CC7)C=8C=CC=CC8 (rac-BINAP), CC(C)(C)[O-].[Na+] (NaOtBu). The reagents and catalysts are C=1C=CC(=CC1)/C=C/C(=O)/C=C/C2=CC=CC=C2.C=1C=CC(=CC1)/C=C/C(=O)/C=C/C2=CC=CC=C2.C=1C=CC(=CC1)/C=C/C(=O)/C=C/C2=CC=CC=C2.[Pd].[Pd] (Pd2(dba)3). The solvent is CCOC(=O)C (EtOAc), CC(=O)N(C)C (DMA). Product: Hexanes EtOAc, ClC1=NNC(C2=CC=C(C=C12)NCC1=CC(=CC=C1)N1CCCC1)=O (4-chloro-6-(3-pyrrolidin-1-yl-benzylamino)-2H-phthalazin-1-one). Yield: 4.0%. RXN SMILES: Br[C:2]1[CH:3]=[C:4]2[C:9](=[CH:10][CH:11]=1)[C:8](=[O:12])[NH:7][N:6]=[C:5]2[Cl:13].[N:14]1([C:19]2[CH:20]=[C:21]([CH2:25][NH2:26])[CH:22]=[CH:23][CH:24]=2)[CH2:18][CH2:17][CH2:16][CH2:15]1.C1C=CC(P(C2C(C3C(P(C4C=CC=CC=4)C4C=CC=CC=4)=CC=C4C=3C=CC=C4)=C3C(C=CC=C3)=CC=2)C2C=CC=CC=2)=CC=1.CC([O-])(C)C.[Na+]>CC(N(C)C)=O.CCOC(C)=O.C1C=CC(/C=C/C(/C=C/C2C=CC=CC=2)=O)=CC=1.C1C=CC(/C=C/C(/C=C/C2C=CC=CC=2)=O)=CC=1.C1C=CC(/C=C/C(/C=C/C2C=CC=CC=2)=O)=CC=1.[Pd].[Pd]>[Cl:13][C:5]1[C:4]2[C:9](=[CH:10][CH:11]=[C:2]([NH:26][CH2:25][C:21]3[CH:22]=[CH:23][CH:24]=[C:19]([N:14]4[CH2:18][CH2:17][CH2:16][CH2:15]4)[CH:20]=3)[CH:3]=2)[C:8](=[O:12])[NH:7][N:6]=1 |f:3.4,7.8.9.10.11|. Procedure details: A mixture 6-bromo-4-chloro-2H-phthalazin-1-one (200 mg, 0.770 mmol), (3-pyrrolidin-1-ylphenyl)methylamine (149 mg, 0.848 mmol), Pd2(dba)3 (71 mg, 0.077 mmol), rac-BINAP (153 mg, 0.246 mmol) and NaOtBu (200 mg, 2.081 mmol) in DMA (6 mL) was heated at 85° C. for 1.5 h. The mixture was allowed to cool, diluted with EtOAc and washed with water. The organic layer was washed with sat.aq. NaHCO3, brine and dried (Na2SO4). Chromatography (Hexanes/EtOAc) afforded 4-chloro-6-(3-pyrrolidin-1-yl-benzylamino...